Dataset: the Open Reaction Database (ORD), a public repository of structured organic reaction records. Task: describe an organic reaction: reactants, conditions, products, and yield Reaction conditions: temperature 50 celsius, time 6 hour. Run in ClCCl (dichloromethane), ClCCl (dichloromethane). Product: BrCCOC1CC2=C(SC3=C1C=CC=C3)C=CC=C2 (10-(2-bromoethoxy)-10,11-dihydrodibenzo[b,f]thiepine). Isolated yield 100.4%. Reactants: ClC1CC2=C(SC3=C1C=CC=C3)C=CC=C2 (10-Chloro-10,11-dihydrodibenzo[b,f]thiepine), BrCCO (2-bromoethanol), C([O-])([O-])=O.[K+].[K+] (potassium carbonate). Reported procedure: 10-Chloro-10,11-dihydrodibenzo[b,f]thiepine (10 g, 0.041 mol, prepared as described in Monatshefte 96, 182, 1965) was slowly added to a mixture of 2-bromoethanol (44 g, 0.35 mol) and powdered potassium carbonate (10 g, 0.072 mol) at room temperature. After stirring for 6 h, dichloromethane (15 ml) was added, and the reaction mixture was heated at 50° C. for 3 h. After cooling, dichloromethane (35 ml) was added and the mixture was filtered. The dichloromethane was evaporated and excess of 2-bromo... Reaction SMILES: Cl[CH:2]1[C:8]2[CH:9]=[CH:10][CH:11]=[CH:12][C:7]=2[S:6][C:5]2[CH:13]=[CH:14][CH:15]=[CH:16][C:4]=2[CH2:3]1.[Br:17][CH2:18][CH2:19][OH:20].C(=O)([O-])[O-].[K+].[K+]>ClCCl>[Br:17][CH2:18][CH2:19][O:20][CH:2]1[C:8]2[CH:9]=[CH:10][CH:11]=[CH:12][C:7]=2[S:6][C:5]2[CH:13]=[CH:14][CH:15]=[CH:16][C:4]=2[CH2:3]1 |f:2.3.4|. Reactants: Cc1cc(CBr)cc(C)c1[N+](=O)[O-], O=C([O-])[O-], CCO, [K+], [K+]. Product: CCOCc1cc(C)c([N+](=O)[O-])c(C)c1. RXN SMILES: [Br:1][CH2:2][c:3]1[cH:4][c:5]([CH3:13])[c:6]([N+:10](=[O:11])[O-:12])[c:7]([CH3:9])[cH:8]1.[C:14](=[O:15])([O-:16])[O-:17].[CH3:20][CH2:21][OH:22].[K+:18].[K+:19]>>[CH2:2]([c:3]1[cH:4][c:5]([CH3:13])[c:6]([N+:10](=[O:11])[O-:12])[c:7]([CH3:9])[cH:8]1)[O:22][CH2:21][CH3:20].